This data is from the Open Reaction Database (ORD), a public repository of structured organic reaction records. The task is: describe an organic reaction: reactants, conditions, products, and yield The reactants are CC1(C)CC(=O)CC(=O)C1, ClCc1ccc(Cl)cc1, [K+], [OH-], O. Yields the product CC1(C)CC(=O)C(Cc2ccc(Cl)cc2)C(=O)C1. RXN SMILES: [CH3:1][C:2]1([CH3:10])[CH2:3][C:4](=[O:9])[CH2:5][C:6](=[O:8])[CH2:7]1.[Cl:13][c:14]1[cH:15][cH:16][c:17]([CH2:18][Cl:19])[cH:20][cH:21]1.[K+:12].[OH-:11].[OH2:22]>>[CH3:1][C:2]1([CH3:10])[CH2:3][C:4](=[O:9])[CH:5]([CH2:18][c:17]2[cH:16][cH:15][c:14]([Cl:13])[cH:21][cH:20]2)[C:6](=[O:8])[CH2:7]1. Starting materials: FC1=C(C(=CC2=C1N=CS2)C(=O)OC)NC2=C(C=CC=C2)F (Methyl 4-fluoro-5-((2-fluorophenyl)amino)benzo[d]thiazole-6-carboxylate), C1CC(=O)N(C1=O)I (NIS). Yields the product FC1=C(C(=CC2=C1N=CS2)C(=O)OC)NC2=C(C=C(C=C2)I)F (Methyl 4-fluoro-5-((2-fluoro-4-iodophenyl)amino)benzo[d]thiazole-6-carboxylate). As a reaction SMILES: [F:1][C:2]1[C:7]2[N:8]=[CH:9][S:10][C:6]=2[CH:5]=[C:4]([C:11]([O:13][CH3:14])=[O:12])[C:3]=1[NH:15][C:16]1[CH:21]=[CH:20][CH:19]=[CH:18][C:17]=1[F:22].C1C(=O)N([I:30])C(=O)C1>>[F:1][C:2]1[C:7]2[N:8]=[CH:9][S:10][C:6]=2[CH:5]=[C:4]([C:11]([O:13][CH3:14])=[O:12])[C:3]=1[NH:15][C:16]1[CH:21]=[CH:20][C:19]([I:30])=[CH:18][C:17]=1[F:22]. Reported procedure: Methyl 4-fluoro-5-((2-fluorophenyl)amino)benzo[d]thiazole-6-carboxylate can be reacted with halogenations reagent (such as NIS) in the presence of acid at ambient temperature in appropriate solvent. The reaction normally completes within several hours (1-12 h, prefer 3-10 h). Methyl 4-fluoro-5-((2-fluoro-4-iodophenyl)amino)benzo[d]thiazole-6-carboxylate is obtained after conventional workup. Reactants: Fc1ccc(Br)cn1, O=C1CCC2(CC1)OCCO2. Yields the product OC1(c2ccc(F)nc2)CCC2(CC1)OCCO2. Reaction SMILES: [Br:1][c:2]1[cH:3][cH:4][c:5]([F:8])[n:6][cH:7]1.[O:9]1[CH2:10][CH2:11][O:12][C:13]12[CH2:14][CH2:15][C:16](=[O:19])[CH2:17][CH2:18]2>>[c:2]1([C:16]2([OH:19])[CH2:15][CH2:14][C:13]3([O:9][CH2:10][CH2:11][O:12]3)[CH2:18][CH2:17]2)[cH:3][cH:4][c:5]([F:8])[n:6][cH:7]1. The reactants are CN=C(NCC(OC)OC)SC, CC(C)O, NCCN1CCC(Cc2nc3ccccc3n2Cc2ccc(F)cc2)CC1, I. The product is CN=C(NCCN1CCC(Cc2nc3ccccc3n2Cc2ccc(F)cc2)CC1)NCC(OC)OC, I. RXN SMILES: [CH3:2][O:3][CH:4]([CH2:5][NH:6][C:7](=[N:8][CH3:9])[S:10][CH3:11])[O:12][CH3:13].[CH3:41][CH:42]([OH:43])[CH3:44].[F:14][c:15]1[cH:16][cH:17][c:18]([CH2:21][n:22]2[c:23]([CH2:31][CH:32]3[CH2:33][CH2:34][N:35]([CH2:38][CH2:39][NH2:40])[CH2:36][CH2:37]3)[n:24][c:25]3[c:26]2[cH:27][cH:28][cH:29][cH:30]3)[cH:19][cH:20]1.[IH:1]>>[CH3:2][O:3][CH:4]([CH2:5][NH:6][C:7](=[N:8][CH3:9])[NH:40][CH2:39][CH2:38][N:35]1[CH2:34][CH2:33][CH:32]([CH2:31][c:23]2[n:22]([CH2:21][c:18]3[cH:17][cH:16][c:15]([F:14])[cH:20][cH:19]3)[c:26]3[c:25]([n:24]2)[cH:30][cH:29][cH:28][cH:27]3)[CH2:37][CH2:36]1)[O:12][CH3:13].[IH:1]. Starting materials: ON1C(CC(CC1(C)C)OCC1CO1)(C)C (1-Oxyl-2,2,6,6-Tetramethyl-4-Glycidyloxypiperidine), [OH-].[Na+] (sodium hydroxide). Yields the product ON1C(CC(CC1(C)C)OCC(CO)O)(C)C (1-Oxyl-2,2,6,6-Tetramethyl-4-(2,3-Dihydroxypropoxy)Piperidine). As a reaction SMILES: [OH:1][N:2]1[C:7]([CH3:9])([CH3:8])[CH2:6][CH:5]([O:10][CH2:11][CH:12]2[O:14][CH2:13]2)[CH2:4][C:3]1([CH3:16])[CH3:15].[OH-:17].[Na+]>>[OH:1][N:2]1[C:7]([CH3:9])([CH3:8])[CH2:6][CH:5]([O:10][CH2:11][CH:12]([OH:14])[CH2:13][OH:17])[CH2:4][C:3]1([CH3:16])[CH3:15] |f:1.2|. Reported procedure: 1.0 g of the compound of Example 3 is heated at 110° C. in 50 mL of 5% aqueous sodium hydroxide for six hours. The mixture is extracted with ethyl acetate, and the organic extract is dried and concentrated. The title compound is isolated as a red oil after column chromatography. The reactants are C(C)(C)NC(C)C (diisopropylamine), C(CCC)[Li] (n-butyllithium), C(C)(C)[N-]C(C)C.[Li+] (Lithium diisopropylamide), FC1=CC=C(C=C1)C1=CC(N(C1)C1=CC=C(C=C1)OC)=O (4-(4-fluorophenyl)-1,5-dihydro-1-(4-methoxyphenyl)-2H-pyrrol-2-one), C(C)I (Ethyl iodide), Cl (HCl). Solvent: O1CCCC1 (tetrahydrofuran). Conditions: temperature 0 celsius, time 1 hour. Yields the product C(C)C=1C(N(CC1C1=CC=C(C=C1)F)C1=CC=C(C=C1)OC)=O (3-Ethyl-4-(4-fluorophenyl)-1,5-dihydro-1-(4-methoxyphenyl)-2H-pyrrol-2-one). RXN SMILES: [CH:1]([N-]C(C)C)(C)[CH3:2].[Li+].C(NC(C)C)(C)C.C([Li])CCC.[F:21][C:22]1[CH:27]=[CH:26][C:25]([C:28]2[CH2:32][N:31]([C:33]3[CH:38]=[CH:37][C:36]([O:39][CH3:40])=[CH:35][CH:34]=3)[C:30](=[O:41])[CH:29]=2)=[CH:24][CH:23]=1.C(I)C.Cl>O1CCCC1>[CH2:1]([C:29]1[C:30](=[O:41])[N:31]([C:33]2[CH:38]=[CH:37][C:36]([O:39][CH3:40])=[CH:35][CH:34]=2)[CH2:32][C:28]=1[C:25]1[CH:24]=[CH:23][C:22]([F:21])=[CH:27][CH:26]=1)[CH3:2] |f:0.1|. Procedure details: Lithium diisopropylamide is generated from diisopropylamine (122 mL, 0.87 mol) and n-butyllithium (2.5 M in hexane, 348 mL, 0.87 mol) in tetrahydrofuran (1.5 L) under a nitrogen atmosphere at -60° C., and 4-(4-fluorophenyl)-1,5-dihydro-1-(4-methoxyphenyl)-2H-pyrrol-2-one (235 g, 0.83 mol) is added to this mixture. The mixture is stirred for 30 minutes at -50° C., 1 hr at 0° C., and then re-cooled to -60° C. Ethyl iodide (73 mL, 0.91 mol) is added, and the reaction is allowed to warm slowly to 25...